This data is from the Open Reaction Database (ORD), a public repository of structured organic reaction records. The task is: describe an organic reaction: reactants, conditions, products, and yield Starting materials: CCOC(OCC)c1cccn2c(-c3c(C)nc4c(C(CC)CC)cc(C)nn34)c(C)nc12, CC(C)=O, Cl. Yields the product CCC(CC)c1cc(C)nn2c(-c3c(C)nc4c(C=O)cccn34)c(C)nc12. RXN SMILES: [CH2:1]([O:3][CH:4]([O:2][CH2:31][CH3:32])[c:5]1[c:6]2[n:7]([cH:8][cH:9][cH:10]1)[c:11](-[c:15]1[c:16]([CH3:30])[n:17][c:18]3[n:19]1[n:20][c:21]([CH3:29])[cH:22][c:23]3[CH:24]([CH2:25][CH3:26])[CH2:27][CH3:28])[c:12]([CH3:14])[n:13]2)[CH3:33].[CH3:35][C:36](=[O:37])[CH3:38].[ClH:34]>>[O:3]=[CH:4][c:5]1[c:6]2[n:7]([cH:8][cH:9][cH:10]1)[c:11](-[c:15]1[c:16]([CH3:30])[n:17][c:18]3[n:19]1[n:20][c:21]([CH3:29])[cH:22][c:23]3[CH:24]([CH2:25][CH3:26])[CH2:27][CH3:28])[c:12]([CH3:14])[n:13]2. Starting materials: O1C(COC2=C1C=CC=C2)CN2CCC(CC2)CN(C(SC)=N)C#N (1-[(2,3-dihydro[4H]1,4-benzodioxin-2-yl)methyl]4-[(N-cyano S-methyl isothioureido)methyl]piperidine), C(C)(CC)N (sec butylamine). Solvent: N1=CC=CC=C1 (pyridine). Product: O1C(COC2=C1C=CC=C2)CN2CCC(CC2)CN(C(=N)NC(CC)C)C#N (1-[(2,3-dihydro[4H]1,4-benzodioxin-2 yl)methyl]4-[N-cyano N'-(1-methyl propyl)guanidinyl methyl]piperidine). RXN SMILES: [O:1]1[C:6]2[CH:7]=[CH:8][CH:9]=[CH:10][C:5]=2[O:4][CH2:3][CH:2]1[CH2:11][N:12]1[CH2:17][CH2:16][CH:15]([CH2:18][N:19]([C:24]#[N:25])[C:20](=[NH:23])SC)[CH2:14][CH2:13]1.[CH:26]([NH2:30])([CH2:28][CH3:29])[CH3:27]>N1C=CC=CC=1>[O:1]1[C:6]2[CH:7]=[CH:8][CH:9]=[CH:10][C:5]=2[O:4][CH2:3][CH:2]1[CH2:11][N:12]1[CH2:17][CH2:16][CH:15]([CH2:18][N:19]([C:24]#[N:25])[C:20]([NH:30][CH:26]([CH3:27])[CH2:28][CH3:29])=[NH:23])[CH2:14][CH2:13]1. Procedure details: A mixture of 3 g 1-[(2,3-dihydro[4H]1,4-benzodioxin-2-yl)methyl]4-[(N-cyano S-methyl isothioureido)methyl]piperidine, 10 ml pyridine and 30 g sec butylamine are heated to the reflux. After evaporation to dryness the resulting oily product is taken up in isopropyl ethyl allowing the recovery of a solid as colourless crystalls. They are recrystallized from isopropanol. The reactants are CC1=C(OCC(=O)OCC)C=CC(=C1)CN(C=1C=C(C=CC1)C1=CC=C(C=C1)C(F)(F)F)S(=O)(=O)CCC (ethyl [2-methyl-4-({(propylsulfonyl)[4′-(trifluoromethyl)-1,1′-biphenyl-3-yl]amino}methyl)phenoxy]acetate), [OH-].[Na+] (NaOH), resultant mixture. The solvent is CO (MeOH), C1CCOC1 (THF). Conditions: time 10 minute. The product is CC1=C(OCC(=O)O)C=CC(=C1)CN(C=1C=C(C=CC1)C1=CC=C(C=C1)C(F)(F)F)S(=O)(=O)CCC ([2-Methyl-4-({(propylsulfonyl)[4′-(trifluoromethyl)-1,1′-biphenyl-3-yl]amino}methyl)phenoxy]acetic acid), oil. As a reaction SMILES: [CH3:1][C:2]1[CH:14]=[C:13]([CH2:15][N:16]([S:33]([CH2:36][CH2:37][CH3:38])(=[O:35])=[O:34])[C:17]2[CH:18]=[C:19]([C:23]3[CH:28]=[CH:27][C:26]([C:29]([F:32])([F:31])[F:30])=[CH:25][CH:24]=3)[CH:20]=[CH:21][CH:22]=2)[CH:12]=[CH:11][C:3]=1[O:4][CH2:5][C:6]([O:8]CC)=[O:7].[OH-].[Na+]>CO.C1COCC1>[CH3:1][C:2]1[CH:14]=[C:13]([CH2:15][N:16]([S:33]([CH2:36][CH2:37][CH3:38])(=[O:34])=[O:35])[C:17]2[CH:18]=[C:19]([C:23]3[CH:28]=[CH:27][C:26]([C:29]([F:30])([F:31])[F:32])=[CH:25][CH:24]=3)[CH:20]=[CH:21][CH:22]=2)[CH:12]=[CH:11][C:3]=1[O:4][CH2:5][C:6]([OH:8])=[O:7] |f:1.2|. Procedure: To a solution of ethyl [2-methyl-4-({(propylsulfonyl)[4′-(trifluoromethyl)-1,1′-biphenyl-3-yl]amino}methyl)phenoxy]acetate (20 mg, 0.036 mmol) in MeOH (1 mL) and THF (1 mL) at room temperature was added 2M NaOH (0.5 mL, 1 mmol). The resultant mixture was stirred for 2 h. The solvents were removed in vacuo and the residue was partitioned between CH2Cl2 (2×10 mL) and 2M HCl (10 mL). The organic solution was passed though a hydrophobic frit and the solvent was removed in vacuo. Purification by auto... Isolated yield 38.7%. The reactants are BrC=1C=C(C(=NC1)O)S(=O)(=O)NC(C)(C)C (5-bromo-N-(tert-butyl)-2-hydroxypyridine-3-sulfonamide), IC(C)C (2-iodopropane), C(=O)([O-])[O-].[K+].[K+] (K2CO3). Run at temperature 100 celsius. The solvent is CN(C)C=O (DMF). The product is BrC=1C=C(C(=NC1)OC(C)C)S(=O)(=O)NC(C)(C)C (5-bromo-N-(tert-butyl)-2-isopropoxypyridine-3-sulfonamide). RXN SMILES: [Br:1][C:2]1[CH:3]=[C:4]([S:9]([NH:12][C:13]([CH3:16])([CH3:15])[CH3:14])(=[O:11])=[O:10])[C:5]([OH:8])=[N:6][CH:7]=1.I[CH:18]([CH3:20])[CH3:19].C([O-])([O-])=O.[K+].[K+]>CN(C=O)C>[Br:1][C:2]1[CH:3]=[C:4]([S:9]([NH:12][C:13]([CH3:16])([CH3:15])[CH3:14])(=[O:10])=[O:11])[C:5]([O:8][CH:18]([CH3:20])[CH3:19])=[N:6][CH:7]=1 |f:2.3.4|. Reported procedure: To a solution of 5-bromo-N-(tert-butyl)-2-hydroxypyridine-3-sulfonamide (1.50 g, 4.85 mmol) in DMF (40 mL) was added 2-iodopropane (0.825 g, 4.85 mmol) followed by K2CO3 (1.34 g, 9.70 mmol) at RT. The reaction mixture was heated to 100° C. for 14 h. The reaction mixture was allowed to cool and the volatile components were removed under reduced pressure. The residue was diluted with cold water (150 mL) and extracted into ethyl acetate (2×100 mL). The combined organic layer was dried over sodium s... Reactants: C(C#C)NS(=O)(=O)C (N-Prop-2-ynyl-methanesulfonamide), N(=[N+]=[N-])C1=CC=C(C=C1)[C@H]([C@@H](CF)NC(C(Cl)Cl)=O)O (N-[(1S,2R)-2-(4-Azido-phenyl)-1-fluoromethyl-2-hydroxy-ethyl]-2,2-dichloro-acetamide). Yields the product ClC(C(=O)N[C@@H]([C@@H](C1=CC=C(C=C1)N1N=NC(=C1)CNS(=O)(=O)C)O)CF)Cl (2,2-dichloro-N-((1R,2S)-3-fluoro-1-hydroxy-1-(4-(4-(methyl sulfonamidomethyl)-1H-1,2,3-triazol-1-yl)phenyl) propan-2-yl) acetamide). Reaction SMILES: [CH2:1]([NH:4][S:5]([CH3:8])(=[O:7])=[O:6])[C:2]#[CH:3].[N:9]([C:12]1[CH:17]=[CH:16][C:15]([C@@H:18]([OH:28])[C@H:19]([NH:22][C:23](=[O:27])[CH:24]([Cl:26])[Cl:25])[CH2:20][F:21])=[CH:14][CH:13]=1)=[N+:10]=[N-:11]>>[Cl:25][CH:24]([Cl:26])[C:23]([NH:22][C@H:19]([CH2:20][F:21])[C@H:18]([OH:28])[C:15]1[CH:14]=[CH:13][C:12]([N:9]2[CH:3]=[C:2]([CH2:1][NH:4][S:5]([CH3:8])(=[O:7])=[O:6])[N:11]=[N:10]2)=[CH:17][CH:16]=1)=[O:27]. Procedure details: Following the general procedure of Example 66, Step 3 and making non-critical variations but using the product of step 1, Example 67 with the product of Example 66, Step 2 the title compound is obtained (45 mg). 1H-NMR (400 MHz, DMSO-d6) δ: 2.95 (s, 3H), 4.25-4.26 (m, 1H), 4.30 (s, 2H), 4.33-4.34 (m, 0.5H), 4.42-4.46 (m, 0.5H), 4.58-4.61 (m, 0.5H), 4.69-4.73 (m, 0.5H), 4.95 (t, 1H, J=3.3 Hz), 6.08 (d, 1H, J=3.92 Hz), 6.49 (s, 1H), 7.55 (d, 2H, J=8.56 Hz), 7.84 (d, 2H, J=8.6 Hz), 8.64 (d, 1H, J=9... Reactants: ClC=1C=C2C(C(=O)NC2=O)=CC1S(N)(=O)=O (4-chloro-5-sulfamoylphthalimide), NC1CCN(CC1)CC1=CC=C(C=C1)Br (4-amino-1-(4-bromobenzyl)piperidine). The solvent is C(CCCC)O (n-pentanol). Product: O=C1NC(C2=CC=CC=C12)=O (1,3-dioxoisoindole). Reaction SMILES: Cl[C:2]1[CH:3]=[C:4]2[C:9](=[O:10])[NH:8][C:6](=[O:7])[C:5]2=[CH:11][C:12]=1S(=O)(=O)N.NC1CCN(CC2C=CC(Br)=CC=2)CC1>C(O)CCCC>[O:7]=[C:6]1[C:5]2[C:4](=[CH:3][CH:2]=[CH:12][CH:11]=2)[C:9](=[O:10])[NH:8]1. Procedure details: Reaction of a mixture of 4-chloro-5-sulfamoylphthalimide (6.48 g., 0.025 mole) and 4-amino-1-(4-bromobenzyl)piperidine (6.7 g., 0.025 mole) in n-pentanol according to the procedure of Example 1(a) afforded the 1,3-dioxoisoindole product. Purification of the crude product by triturating with n-heptane and crystallization from DMF-methanol afforded 6.9 g. (54%) of 2-[1-[(4-bromophenyl)methyl]-4-piperidinyl]-6-chloro-2,3-dihydro-1,3-dioxo-1H-isoindole-5-sulfonamide, m.p. 246°-247° (dec.). Starting materials: O=C1CCC(=O)N1Br, ClC(Cl)(Cl)Cl, Cc1cccc(CC(F)(F)C(F)F)c1, CC(C)(C#N)N=NC(C)(C)C#N. Yields the product FC(F)C(F)(F)Cc1cccc(CBr)c1. RXN SMILES: [Br:15][N:16]1[C:17](=[O:18])[CH2:19][CH2:20][C:21]1=[O:22].[C:35]([Cl:36])([Cl:37])([Cl:38])[Cl:39].[CH3:1][c:2]1[cH:3][c:4]([CH2:8][C:9]([CH:10]([F:11])[F:12])([F:13])[F:14])[cH:5][cH:6][cH:7]1.[N:23]([C:24]([CH3:25])([CH3:26])[C:27]#[N:28])=[N:29][C:30]([CH3:31])([CH3:32])[C:33]#[N:34]>>[CH2:1]([c:2]1[cH:3][c:4]([CH2:8][C:9]([CH:10]([F:11])[F:12])([F:13])[F:14])[cH:5][cH:6][cH:7]1)[Br:15]. Starting materials: C(#N)C1=CC=C(C=C1)OCC1=NC2=CC(=CC=C2C(=C1)C)N(CC(=O)OCC)C(C1=CC=CC=C1)=O (2-[(4-cyanophenyl)-oxymethyl]-4-methyl-7-[N-(ethoxycarbonylmethyl)-benzoylamino]-quinoline), Cl (hydrochloric acid), C([O-])([O-])=O.[NH4+].[NH4+] (ammonium carbonate). The solvent is C(C)O (ethanol). Yields the product C(N)(=N)C1=CC=C(C=C1)OCC1=NC2=CC(=CC=C2C(=C1)C)N(CC(=O)OCC)C(C1=CC=CC=C1)=O (2-[(4-Amidinophenyl)-oxymethyl]-4-methyl-7-[N-(ethoxycarbonylmethyl)-benzoylamino]-quinoline). RXN SMILES: [C:1]([C:3]1[CH:8]=[CH:7][C:6]([O:9][CH2:10][C:11]2[CH:20]=[C:19]([CH3:21])[C:18]3[C:13](=[CH:14][C:15]([N:22]([C:29](=[O:36])[C:30]4[CH:35]=[CH:34][CH:33]=[CH:32][CH:31]=4)[CH2:23][C:24]([O:26][CH2:27][CH3:28])=[O:25])=[CH:16][CH:17]=3)[N:12]=2)=[CH:5][CH:4]=1)#[N:2].Cl.C(=O)([O-])[O-].[NH4+:42].[NH4+]>C(O)C>[C:1]([C:3]1[CH:8]=[CH:7][C:6]([O:9][CH2:10][C:11]2[CH:20]=[C:19]([CH3:21])[C:18]3[C:13](=[CH:14][C:15]([N:22]([C:29](=[O:36])[C:30]4[CH:35]=[CH:34][CH:33]=[CH:32][CH:31]=4)[CH2:23][C:24]([O:26][CH2:27][CH3:28])=[O:25])=[CH:16][CH:17]=3)[N:12]=2)=[CH:5][CH:4]=1)(=[NH:42])[NH2:2] |f:2.3.4|. Procedure details: Prepared analogously to Example 1e from 2-[(4-cyanophenyl)-oxymethyl]-4-methyl-7-[N-(ethoxycarbonylmethyl)-benzoylamino]-quinoline and ethanolic hydrochloric acid, ethanol and ammonium carbonate.